From a dataset of the Open Reaction Database (ORD), a public repository of structured organic reaction records. describe an organic reaction: reactants, conditions, products, and yield Reactants: N1CCCCC1 (piperidine), COC1=CC=C(C=CC(=O)Cl)C=C1 (paramethoxycinnamoyl chloride). Run in C1=CC=CC=C1 (benzene). Yields the product COC1=CC=C(C=CC(=O)N2CCCCC2)C=C1 (N-(4-Methoxycinnamoyl)piperidine). RXN SMILES: [NH:1]1[CH2:6][CH2:5][CH2:4][CH2:3][CH2:2]1.[CH3:7][O:8][C:9]1[CH:19]=[CH:18][C:12]([CH:13]=[CH:14][C:15](Cl)=[O:16])=[CH:11][CH:10]=1>C1C=CC=CC=1>[CH3:7][O:8][C:9]1[CH:19]=[CH:18][C:12]([CH:13]=[CH:14][C:15]([N:1]2[CH2:6][CH2:5][CH2:4][CH2:3][CH2:2]2)=[O:16])=[CH:11][CH:10]=1. Reported procedure: In a conical flask, 1.96 g of the paramethoxycinnamoyl chloride are dissolved in 20 ml of benzene. 2 ml of piperidine are added. After evaporation to dryness in vacuo, the residue is taken up in N hydrochloric acid and extracted with chloroform. The chloroform solution is washed successively with a 10% aqueous solution of KHCO3 and with water. It is then collected, dried over magnesium sulfate and evaporated. The product obtained is precipitated in cyclohexane and filtered off. After recrystalli...